From a dataset of the Open Reaction Database (ORD), a public repository of structured organic reaction records. describe an organic reaction: reactants, conditions, products, and yield The reactants are Cl, C1COCCO1, Cc1ccc(N(C(=O)c2ccco2)C2CCN(CCc3ccccc3N(CC(=O)OC(C)(C)C)C(=O)CC3CCCCC3)CC2)cc1. The product is Cl, Cc1ccc(N(C(=O)c2ccco2)C2CCN(CCc3ccccc3N(CC(=O)O)C(=O)CC3CCCCC3)CC2)cc1. RXN SMILES: [ClH:54].[O:48]1[CH2:49][CH2:50][O:51][CH2:52][CH2:53]1.[c:1]1([CH3:47])[cH:2][cH:3][c:4]([N:7]([C:8](=[O:9])[c:10]2[o:11][cH:12][cH:13][cH:14]2)[CH:15]2[CH2:16][CH2:17][N:18]([CH2:21][CH2:22][c:23]3[c:24]([N:29]([C:30]([CH2:31][CH:32]4[CH2:33][CH2:34][CH2:35][CH2:36][CH2:37]4)=[O:38])[CH2:39][C:40](=[O:41])[O:42][C:43]([CH3:44])([CH3:45])[CH3:46])[cH:25][cH:26][cH:27][cH:28]3)[CH2:19][CH2:20]2)[cH:5][cH:6]1>>[ClH:54].[c:1]1([CH3:47])[cH:2][cH:3][c:4]([N:7]([C:8](=[O:9])[c:10]2[o:11][cH:12][cH:13][cH:14]2)[CH:15]2[CH2:16][CH2:17][N:18]([CH2:21][CH2:22][c:23]3[c:24]([N:29]([C:30]([CH2:31][CH:32]4[CH2:33][CH2:34][CH2:35][CH2:36][CH2:37]4)=[O:38])[CH2:39][C:40](=[O:41])[OH:42])[cH:25][cH:26][cH:27][cH:28]3)[CH2:19][CH2:20]2)[cH:5][cH:6]1. Yields the product OC[C@H]1N(CCC1)CCOC1=C(C=C(C=C1)NC(C#CC1=C(C=C(C=C1)C(F)(F)F)Cl)=O)OC (3-(2-chloro-4-trifluoromethylphenyl)propynoic acid-{4-[2-((S)-2-hydroxymethylpyrrolidin-1-yl)ethoxy]-3-methoxyphenyl}amide). Run in ClCCl.CO (dichloromethane methanol). Reactants: ClC1=C(C=CC(=C1)C(F)(F)F)C#CC(=O)O ((2-chloro-4-trifluoromethylphenyl)propynoic acid), NC1=CC(=C(OCCN2[C@@H](CCC2)CO)C=C1)OC ({(S)-1-[2-(4-amino-2-methoxyphenoxy)ethyl]pyrrolidin-2-yl}methanol). RXN SMILES: [Cl:1][C:2]1[CH:7]=[C:6]([C:8]([F:11])([F:10])[F:9])[CH:5]=[CH:4][C:3]=1[C:12]#[C:13][C:14]([OH:16])=O.[NH2:17][C:18]1[CH:33]=[CH:32][C:21]([O:22][CH2:23][CH2:24][N:25]2[CH2:29][CH2:28][CH2:27][C@H:26]2[CH2:30][OH:31])=[C:20]([O:34][CH3:35])[CH:19]=1>ClCCl.CO>[OH:31][CH2:30][C@@H:26]1[CH2:27][CH2:28][CH2:29][N:25]1[CH2:24][CH2:23][O:22][C:21]1[CH:32]=[CH:33][C:18]([NH:17][C:14](=[O:16])[C:13]#[C:12][C:3]2[CH:4]=[CH:5][C:6]([C:8]([F:9])([F:10])[F:11])=[CH:7][C:2]=2[Cl:1])=[CH:19][C:20]=1[O:34][CH3:35] |f:2.3|. Procedure: Prepared analogously to Example 2.3.f. from (2-chloro-4-trifluoromethylphenyl)propynoic acid and {(S)-1-[2-(4-amino-2-methoxyphenoxy)ethyl]pyrrolidin-2-yl}methanol. Yield: 140 mg (58.9% of theory); melting point: decomposition at 300° C.; C24H24ClF3N2O4 (M=496.91); calc.: molecular ion peak (M+H)+: 497/499; found: molecular ion peak (M+H)+: 497/499; Rf value: 0.2 (silica gel, dichloromethane/methanol (9:1). Reactants: O=C(O)c1ccnc(Br)c1, [K+], [K+], [K+], CN(C)C=O, OB(O)c1ccccc1, O=P([O-])([O-])[O-]. The product is O=C(O)c1ccnc(-c2ccccc2)c1. As a reaction SMILES: [Br:1][c:2]1[n:3][cH:4][cH:5][c:6]([C:8](=[O:9])[OH:10])[cH:7]1.[K+:25].[K+:26].[K+:27].[O:28]=[CH:29][N:30]([CH3:31])[CH3:32].[OH:11][B:12]([OH:13])[c:14]1[cH:15][cH:16][cH:17][cH:18][cH:19]1.[P:20]([O-:21])([O-:22])([O-:23])=[O:24]>>[c:2]1(-[c:14]2[cH:15][cH:16][cH:17][cH:18][cH:19]2)[n:3][cH:4][cH:5][c:6]([C:8](=[O:9])[OH:10])[cH:7]1. Solvent: C1CCOC1 (THF). The product is BrC1=CN=C(S1)NC(OC(C)(C)C)=O (tert-Butyl (5-bromo-1,3-thiazol-2-yl)carbamate). Reaction conditions: time 8 hour. RXN SMILES: [S:1]1[CH:5]=[CH:4][N:3]=[C:2]1[NH:6][C:7](=[O:13])[O:8][C:9]([CH3:12])([CH3:11])[CH3:10].[Br:14]N1C(=O)CCC1=O>C1COCC1>[Br:14][C:5]1[S:1][C:2]([NH:6][C:7](=[O:13])[O:8][C:9]([CH3:10])([CH3:12])[CH3:11])=[N:3][CH:4]=1. The reactants are S1C(=NC=C1)NC(OC(C)(C)C)=O (Tert-butyl 1,3-thiazol-2-ylcarbamate), BrN1C(CCC1=O)=O (N-bromosuccinimide). Reported procedure: Tert-butyl 1,3-thiazol-2-ylcarbamate (90 g, 449.8 mmol, 1 eq.) is taken in THF (1.4 L) to which is added N-bromosuccinimide (88.06 g, 494.8 mmol, 1.1 eq.) portion wise. The reaction mixture is then stirred at RT overnight. The reaction mass is concentrated to remove THF. The crude is purified by column chromatography to get the titled produce. 1H NMR (DMSO-d6, 400 MHz): δ 11.73 (bs, 1H), 7.42 (s, 1H), 1.46 (s, 9H). As a reaction SMILES: [CH3:1][NH:2][C:3]1[CH:4]=[N:5][CH:6]=[CH:7][C:8]=1[C:9]1[CH:14]=[CH:13][CH:12]=[CH:11][C:10]=1[CH3:15].[Cl:16][C:17]1[CH:18]=[C:19]([CH:23]=[C:24]([Cl:26])[N:25]=1)[C:20]([OH:22])=O>CCOC(C)=O>[Cl:26][C:24]1[CH:23]=[C:19]([CH:18]=[C:17]([Cl:16])[N:25]=1)[C:20]([N:2]([CH3:1])[C:3]1[CH:4]=[N:5][CH:6]=[CH:7][C:8]=1[C:9]1[CH:14]=[CH:13][CH:12]=[CH:11][C:10]=1[CH3:15])=[O:22]. Reported procedure: The title compound was prepared in analogy to example 90, from N-methyl-4-o-tolylpyridin-3-amine (example 1, intermediate a) and 2,6-dichloro-isonicotinic acid (CAS RN 5398-44-7) after a reaction time of 18 hours. The compound was purified by silica gel chromatography on a 50 g column using a MPLC system eluting with EtOAc (isocratic). The product-containing fractions were pooled and evaporated to give a colorless foam. The foam was dissolved in EtOAc and washed three times with 2M aqueous Na2CO... Run in CCOC(=O)C (EtOAc). Product: ClC=1C=C(C(=O)N(C=2C=NC=CC2C2=C(C=CC=C2)C)C)C=C(N1)Cl (2,6-Dichloro-N-methyl-N-(4-o-tolyl-pyridin-3-yl)-isonicotinamide). Reactants: CNC=1C=NC=CC1C1=C(C=CC=C1)C (N-methyl-4-o-tolylpyridin-3-amine), ClC=1C=C(C(=O)O)C=C(N1)Cl (2,6-dichloro-isonicotinic acid). Reactants: CC(C)(C)c1ccc(N2C(=O)N(Cc3ccnc(Cl)c3)C(C)(C)C2=O)cc1, COC(N)=O, O=C([O-])[O-], CC(=O)[O-], CC(=O)[O-], [Cs+], [Cs+], C1COCCO1, [Pd+2]. Product: COC(=O)Nc1cc(CN2C(=O)N(c3ccc(C(C)(C)C)cc3)C(=O)C2(C)C)ccn1. As a reaction SMILES: [C:1]([CH3:2])([CH3:3])([CH3:4])[c:5]1[cH:6][cH:7][c:8]([N:11]2[C:12](=[O:27])[N:13]([CH2:19][c:20]3[cH:21][c:22]([Cl:26])[n:23][cH:24][cH:25]3)[C:14]([CH3:17])([CH3:18])[C:15]2=[O:16])[cH:9][cH:10]1.[C:28]([NH2:29])([O:30][CH3:31])=[O:32].[C:33](=[O:34])([O-:35])[O-:36].[C:45]([O-:46])(=[O:47])[CH3:48].[C:49]([O-:50])(=[O:51])[CH3:52].[Cs+:37].[Cs+:38].[O:39]1[CH2:40][CH2:41][O:42][CH2:43][CH2:44]1.[Pd+2:53]>>[C:1]([CH3:2])([CH3:3])([CH3:4])[c:5]1[cH:6][cH:7][c:8]([N:11]2[C:12](=[O:27])[N:13]([CH2:19][c:20]3[cH:21][c:22]([NH:29][C:28]([O:30][CH3:31])=[O:32])[n:23][cH:24][cH:25]3)[C:14]([CH3:17])([CH3:18])[C:15]2=[O:16])[cH:9][cH:10]1.